Dataset: the Open Reaction Database (ORD), a public repository of structured organic reaction records. Task: describe an organic reaction: reactants, conditions, products, and yield The reactants are C(C)(=O)Cl (acetyl chloride), FC=1C=C(C=CC1)S(=O)(=O)NC=1C=C2C(=NNC2=CC1)N (3-fluoro-N-(3-amino-1H-indazol-5-yl)benzenesulfonamide), N1=CC=CC=C1 (pyridine). Solvent: O (water). Reaction conditions: temperature 25 celsius, time 8 hour. Product: FC=1C=C(C=CC1)S(=O)(=O)NC=1C=C2C(=NNC2=CC1)NC(C)=O (N-[5-(3-fluorobenzenesulfonylamino)-1H-indazol-3-yl)acetamide). As a reaction SMILES: [C:1](Cl)(=[O:3])[CH3:2].[F:5][C:6]1[CH:7]=[C:8]([S:12]([NH:15][C:16]2[CH:17]=[C:18]3[C:22](=[CH:23][CH:24]=2)[NH:21][N:20]=[C:19]3[NH2:25])(=[O:14])=[O:13])[CH:9]=[CH:10][CH:11]=1.N1C=CC=CC=1>O>[F:5][C:6]1[CH:7]=[C:8]([S:12]([NH:15][C:16]2[CH:17]=[C:18]3[C:22](=[CH:23][CH:24]=2)[NH:21][N:20]=[C:19]3[NH:25][C:1](=[O:3])[CH3:2])(=[O:13])=[O:14])[CH:9]=[CH:10][CH:11]=1. Reported procedure: N-[5-(3-Fluorobenzenesulfonylamino)-1H-indazol-3-yl)acetamide can be obtained in the following way: 0.037 ml of acetyl chloride is added dropwise to a solution, cooled to 0° C., of 0.16 g of 3-fluoro-N-(3-amino-1H-indazol-5-yl)benzenesulfonamide and of 3.2 ml of pyridine. The reaction medium is then maintained with stirring at a temperature in the region of 25° C. overnight. After addition of 20 ml of water, the medium is extracted with three times 10 ml of ethyl acetate. The pooled organic phas... The reactants are COC=1C(C(=C(C(C1OC)=O)C)CCC(=O)OC1=CC=C(C=C1)[N+](=O)[O-])=O (p-nitrophenyl 3-(2,3-dimethoxy-5-methyl-1,4-benzoquinon-6-yl)propionate), C1(=CC=C(C=C1)S(=O)(=O)O)C.N[C@@H](CCC(=O)OCC1=CC=CC=C1)C(=O)OCC1=CC=CC=C1 (dibenzyl L-glutamate p-toluenesulfonate). The product is COC=1C(C(=C(C(C1OC)=O)C)CCC(=O)N[C@@H](CCC(=O)O)C(=O)O)=O (3-(2,3-dimethoxy-5-methylbenzoquinon-6-yl)propionyl-L-glutamic acid). The yield is 25.6%. Reaction SMILES: [CH3:1][O:2][C:3]1[C:4](=[O:27])[C:5]([CH2:13][CH2:14][C:15]([O:17]C2C=CC([N+]([O-])=O)=CC=2)=O)=[C:6]([CH3:12])[C:7](=[O:11])[C:8]=1[O:9][CH3:10].C1(C)C=CC(S(O)(=O)=O)=CC=1.[NH2:39][C@H:40]([C:53]([O:55]CC1C=CC=CC=1)=[O:54])[CH2:41][CH2:42][C:43]([O:45]CC1C=CC=CC=1)=[O:44]>>[CH3:1][O:2][C:3]1[C:4](=[O:27])[C:5]([CH2:13][CH2:14][C:15]([NH:39][C@H:40]([C:53]([OH:55])=[O:54])[CH2:41][CH2:42][C:43]([OH:45])=[O:44])=[O:17])=[C:6]([CH3:12])[C:7](=[O:11])[C:8]=1[O:9][CH3:10] |f:1.2|. Procedure: Using p-nitrophenyl 3-(2,3-dimethoxy-5-methyl-1,4-benzoquinon-6-yl)propionate (187 mg, 0.5 mmol) and dibenzyl L-glutamate p-toluenesulfonate (250 mg, 0.5 mmol) and following the procedure of Example 4, there was obtained 3-(2,3-dimethoxy-5-methylbenzoquinon-6-yl)propionyl-L-glutamic acid (49 mg). The reactants are pyrazoles, C(C)(=O)O (acetic acid), ClC1=C(C=CC=C1)C=1C=C(NN1)N (5-(2-chlorophenyl)-2H-pyrazol-3-ylamine), C(C)(=O)O (acetic acid), solid, C(=O)([O-])[O-].[Na+].[Na+] (Na2CO3), Cl.C(C)OC=N (ethylformimidate hydrochloride salt). Run in C(Cl)Cl (methylene chloride), C(Cl)Cl (methylene chloride). Product: C(C)(=O)O.ClC1=C(C=CC=C1)C=1C=C(NN1)NC=N (N-[5-(2-Chlorophenyl)-2H-pyrazol-3-yl]-formamidine, Acetate Salt). As a reaction SMILES: C([O-])([O-])=O.[Na+].[Na+].Cl.C(O[CH:11]=[NH:12])C.[Cl:13][C:14]1[CH:19]=[CH:18][CH:17]=[CH:16][C:15]=1[C:20]1[CH:21]=[C:22]([NH2:25])[NH:23][N:24]=1.[C:26]([OH:29])(=[O:28])[CH3:27]>C(Cl)Cl>[C:26]([OH:29])(=[O:28])[CH3:27].[Cl:13][C:14]1[CH:19]=[CH:18][CH:17]=[CH:16][C:15]=1[C:20]1[CH:21]=[C:22]([NH:25][CH:11]=[NH:12])[NH:23][N:24]=1 |f:0.1.2,3.4,8.9|. Procedure: To a vigorously stirred solution of saturated aqueous Na2CO3 (50 mL) and methylene chloride (50 ml) was added solid ethylformimidate hydrochloride salt (8.98 g, 82 mol). After stirring for several minutes the aqueous layer was separated and extracted with additional methylene chloride (3×50 ml). The combined organic layers were dried (MgSO4) and filtered. To the stirred solution was added 5-(2-chlorophenyl)-2H-pyrazol-3-ylamine (I-3A-9a; 5.27 g, 27 mmol) in methylene chloride (50 mL) and then gl... The reactants are N1(CCCCC1)CCO (2-piperidin-1-yl-ethanol), N1(CCOCC1)CCO (4-morpholineethanol), C(C)N(CCCO)CC (3-diethylamino-propan-1-ol), N1(CCCC1)CCO (2-pyrrolidin-1-yl-ethanol), C(C)N(CCO)CC (2-diethylamino-ethanol). Product: 5-substituted 7-azaindoles, C(C)N(CCOC=1C=C2C(=NC1)NC=C2)CC (diethyl-[2-(1H-pyrrolo[2,3-b]pyridin-5-yloxy)-ethyl]-amine), C(C)N(CCCOC=1C=C2C(=NC1)NC=C2)CC (Diethyl-[3-(1H-pyrrolo[2,3-b]pyridin-5-yloxy)-propyl]-amine), N1(CCCCC1)CCOC=1C=C2C(=NC1)NC=C2 (5-(2-piperidin-1-yl-ethoxy)-1H-pyrrolo[2,3-b]pyridine), N1(CCCC1)CCOC=1C=C2C(=NC1)NC=C2 (5-(2-pyrrolidin-1-yl-ethoxy)-1H-pyrrolo[2,3-b]pyridine). RXN SMILES: [N:1]1([CH2:7][CH2:8]O)[CH2:6][CH2:5]O[CH2:3][CH2:2]1.[CH2:10]([N:12]([CH2:16][CH3:17])[CH2:13][CH2:14][OH:15])[CH3:11].[CH2:18]([N:20]([CH2:25][CH3:26])[CH2:21][CH2:22][CH2:23][OH:24])[CH3:19].[N:27]1([CH2:33][CH2:34][OH:35])[CH2:32][CH2:31][CH2:30][CH2:29][CH2:28]1.[N:36]1([CH2:41][CH2:42][OH:43])[CH2:40][CH2:39][CH2:38][CH2:37]1>>[CH2:10]([N:12]([CH2:16][CH3:17])[CH2:13][CH2:14][O:15][C:22]1[CH:23]=[C:8]2[CH:5]=[CH:6][NH:1][C:7]2=[N:20][CH:21]=1)[CH3:11].[CH2:18]([N:20]([CH2:25][CH3:26])[CH2:21][CH2:22][CH2:23][O:24][C:29]1[CH:30]=[C:31]2[CH:38]=[CH:37][NH:36][C:32]2=[N:27][CH:28]=1)[CH3:19].[N:27]1([CH2:33][CH2:34][O:35][C:3]2[CH:23]=[C:22]3[CH:26]=[CH:25][NH:20][C:21]3=[N:1][CH:2]=2)[CH2:32][CH2:31][CH2:30][CH2:29][CH2:28]1.[N:36]1([CH2:41][CH2:42][O:43][C:29]2[CH:30]=[C:31]3[CH:3]=[CH:2][NH:1][C:32]3=[N:27][CH:28]=2)[CH2:40][CH2:39][CH2:38][CH2:37]1. Procedure details: Additional 5-substituted 7-azaindoles were prepared following the protocol of Scheme 31, replacing 4-morpholineethanol with either 2-diethylamino-ethanol, 3-diethylamino-propan-1-ol, 2-piperidin-1-yl-ethanol, or 2-pyrrolidin-1-yl-ethanol to provide diethyl-[2-(1H-pyrrolo[2,3-b]pyridin-5-yloxy)-ethyl]-amine, Diethyl-[3-(1H-pyrrolo[2,3-b]pyridin-5-yloxy)-propyl]-amine, 5-(2-piperidin-1-yl-ethoxy)-1H-pyrrolo[2,3-b]pyridine, and 5-(2-pyrrolidin-1-yl-ethoxy)-1H-pyrrolo[2,3-b]pyridine, respectively. The reactants are ClC=1C(=NC2=CC=CC(=C2N1)C1=CC=2C(NCCC2N1)=O)C (2-(3-chloro-2-methylquinoxalin-5-yl)-6,7-dihydro-1H-pyrrolo[3,2-c]pyridin-4(5H)-one), FC1=C(C=CC=C1)B(O)O ((2-fluorophenyl)boronic acid), C(=O)([O-])[O-].[Na+].[Na+] (Na2CO3), CO.C(Cl)Cl (MeOH DCM). Reagents/catalysts: C=1C=CC(=CC1)[P](C=2C=CC=CC2)(C=3C=CC=CC3)[Pd]([P](C=4C=CC=CC4)(C=5C=CC=CC5)C=6C=CC=CC6)([P](C=7C=CC=CC7)(C=8C=CC=CC8)C=9C=CC=CC9)[P](C=1C=CC=CC1)(C=1C=CC=CC1)C=1C=CC=CC1 (Pd(PPh3)4). Run in O1CCOCC1 (1,4-dioxane), O (water). Reaction conditions: temperature 100 celsius, time 20 minute. Yields the product FC1=C(C=CC=C1)C=1C(=NC2=CC=CC(=C2N1)C1=CC=2C(NCCC2N1)=O)C (2-(3-(2-fluorophenyl)-2-methylquinoxalin-5-yl)-6,7-dihydro-1H-pyrrolo[3,2-c]pyridin-4(5H)-one). The yield is 91.5%. Reaction SMILES: Cl[C:2]1[C:3]([CH3:22])=[N:4][C:5]2[C:10]([N:11]=1)=[C:9]([C:12]1[NH:20][C:19]3[CH2:18][CH2:17][NH:16][C:15](=[O:21])[C:14]=3[CH:13]=1)[CH:8]=[CH:7][CH:6]=2.[F:23][C:24]1[CH:29]=[CH:28][CH:27]=[CH:26][C:25]=1B(O)O.C([O-])([O-])=O.[Na+].[Na+].CO.C(Cl)Cl>O1CCOCC1.O.C1C=CC([P]([Pd]([P](C2C=CC=CC=2)(C2C=CC=CC=2)C2C=CC=CC=2)([P](C2C=CC=CC=2)(C2C=CC=CC=2)C2C=CC=CC=2)[P](C2C=CC=CC=2)(C2C=CC=CC=2)C2C=CC=CC=2)(C2C=CC=CC=2)C2C=CC=CC=2)=CC=1>[F:23][C:24]1[CH:29]=[CH:28][CH:27]=[CH:26][C:25]=1[C:2]1[C:3]([CH3:22])=[N:4][C:5]2[C:10]([N:11]=1)=[C:9]([C:12]1[NH:20][C:19]3[CH2:18][CH2:17][NH:16][C:15](=[O:21])[C:14]=3[CH:13]=1)[CH:8]=[CH:7][CH:6]=2 |f:2.3.4,5.6,^1:54,56,75,94|. Reported procedure: A solution of 2-(3-chloro-2-methylquinoxalin-5-yl)-6,7-dihydro-1H-pyrrolo[3,2-c]pyridin-4(5H)-one (Example 425; 36.7 mg, 0.117 mmol), (2-fluorophenyl)boronic acid (CombiBlocks, Inc., San Diego, Calif.; 24.63 mg, 0.176 mmol), Na2CO3 (37.3 mg, 0.352 mmol), and Pd(PPh3)4 (Strem Chemicals, Inc.; 6.78 mg, 5.87 μmol) in a mixture of 1,4-dioxane (1.5 mL) and water (0.500 mL) was stirred under argon at 100° C. for 20 min. The reaction mixture was then concentrated onto silica gel and chromatographically... Yields the product C(C)OC(CC1=CC(=C(C=C1)OC)OC1=C(C=C(C=C1)N)CN1C(OCC1)=O)=O ({3-[4-Amino-2-(2-oxo-oxazolidin-3-ylmethyl)-phenoxy]-4-methoxy-phenyl}-acetic acid ethyl ester). RXN SMILES: [CH2:1]([O:3][C:4](=[O:42])[CH2:5][C:6]1[CH:11]=[CH:10][C:9]([O:12][CH3:13])=[C:8]([O:14][C:15]2[CH:20]=[CH:19][C:18]([N:21]=C(C3C=CC=CC=3)C3C=CC=CC=3)=[CH:17][C:16]=2[CH2:35][N:36]2[CH2:40][CH2:39][O:38][C:37]2=[O:41])[CH:7]=1)[CH3:2].Cl.NO.C([O-])(=O)C.[K+]>CO>[CH2:1]([O:3][C:4](=[O:42])[CH2:5][C:6]1[CH:11]=[CH:10][C:9]([O:12][CH3:13])=[C:8]([O:14][C:15]2[CH:20]=[CH:19][C:18]([NH2:21])=[CH:17][C:16]=2[CH2:35][N:36]2[CH2:40][CH2:39][O:38][C:37]2=[O:41])[CH:7]=1)[CH3:2] |f:1.2,3.4|. Solvent: CO (MeOH). Procedure details: To {3-[4-(benzhydrylidene-amino)-2-(2-oxo-oxazolidin-3-ylmethyl)-phenoxy]-4-methoxy-phenyl}-acetic acid ethyl ester (2.2 mmol) in MeOH was added hydroxylamine hydrochloride (4.4 mmol) and potassium acetate (4.4 mmol), and the reaction was stirred overnight. The mixture was worked-up, and the crude material was purified by silica gel chromatography to give the title compound. The reactants are C(C)OC(CC1=CC(=C(C=C1)OC)OC1=C(C=C(C=C1)N=C(C1=CC=CC=C1)C1=CC=CC=C1)CN1C(OCC1)=O)=O ({3-[4-(benzhydrylidene-amino)-2-(2-oxo-oxazolidin-3-ylmethyl)-phenoxy]-4-methoxy-phenyl}-acetic acid ethyl ester), Cl.NO (hydroxylamine hydrochloride), C(C)(=O)[O-].[K+] (potassium acetate). Reaction conditions: time 8 hour.